This data is from the Open Reaction Database (ORD), a public repository of structured organic reaction records. The task is: describe an organic reaction: reactants, conditions, products, and yield The reactants are O.C(C1=CC=CC=C1)OC1=C(C=CC=C1)C(=O)C=O (2-benzyloxyphenylglyoxal hydrate), CC(CC1=CC2=C(C=C1)OCO2)N (α-methyl-3,4-methylenedioxyphenethylamine). The solvent is CS(=O)C (dimethylsulfoxide), CS(=O)C (dimethylsulfoxide). The product is CC(CC1=CC2=C(C=C1)OCO2)N=C(C(=O)C2=CC=CC=C2)OCC2=CC=CC=C2 (α-(α-methyl-3,4-methylenedioxyphenethylimino)-2-benzyloxyacetophenone). Reaction SMILES: [OH2:1].[CH2:2]([O:9][C:10]1[CH:15]=[CH:14][CH:13]=[CH:12][C:11]=1[C:16]([CH:18]=O)=O)[C:3]1[CH:8]=[CH:7][CH:6]=[CH:5][CH:4]=1.[CH3:20][CH:21]([NH2:32])[CH2:22][C:23]1[CH:28]=[CH:27][C:26]2[O:29][CH2:30][O:31][C:25]=2[CH:24]=1>CS(C)=O>[CH3:20][CH:21]([N:32]=[C:10]([O:9][CH2:2][C:3]1[CH:4]=[CH:5][CH:6]=[CH:7][CH:8]=1)[C:15]([C:14]1[CH:13]=[CH:12][CH:11]=[CH:16][CH:18]=1)=[O:1])[CH2:22][C:23]1[CH:28]=[CH:27][C:26]2[O:29][CH2:30][O:31][C:25]=2[CH:24]=1 |f:0.1|. Procedure details: 5.2 g of 2-benzyloxyphenylglyoxal hydrate (crude oil) are dissolved in 15 ml of dimethylsulfoxide, and 3.54 g of α-methyl-3,4-methylenedioxyphenethylamine are added thereto. The mixture is treated in the same manner as described in Example 1-(2), whereby a solution of α-(α-methyl-3,4-methylenedioxyphenethylimino)-2-benzyloxyacetophenone in dimethylsulfoxide is obtained. The reactants are O1C=COC=C1 (dioxin), N(=NC(=O)OCC)C(=O)OCC (diethyl azodicarboxylate), C1(=CC=CC=C1)P(C1=CC=CC=C1)C1=CC=CC=C1 (triphenylphosphine), ClC1=CC2=C(N=CN2)C=C1Cl (5,6-dichlorobenzimidazole). The solvent is O1CCCC1 (tetrahydrofuran), O1CCCC1 (tetrahydrofuran), C(Cl)(Cl)Cl (chloroform). Reaction conditions: time 72 hour. Yields the product ClC1=CC2=C(N(C=N2)[C@@H]2CO[C@@H]([C@H](C2)O)CO)C=C1Cl ((3S,5S,6R)-5,6-Dichloro-1-(tetrahydro-5-hydroxy-6-(hydroxymethyl)-2H-pyran-3-yl)-1H-benzimidazole). Reaction SMILES: [O:1]1[CH:6]=[CH:5][O:4][CH:3]=[CH:2]1.C1(P(C2C=CC=CC=2)C2C=CC=CC=2)C=CC=CC=1.[Cl:26][C:27]1[C:35]([Cl:36])=[CH:34][C:30]2[N:31]=[CH:32][NH:33][C:29]=2[CH:28]=1.N(C(OCC)=O)=NC([O:41][CH2:42][CH3:43])=O>O1CCCC1.C(Cl)(Cl)Cl>[Cl:36][C:35]1[C:27]([Cl:26])=[CH:28][C:29]2[N:33]([C@H:2]3[CH2:43][C@H:42]([OH:41])[C@@H:5]([CH2:6][OH:1])[O:4][CH2:3]3)[CH:32]=[N:31][C:30]=2[CH:34]=1. Reported procedure: 2R,4-α-R,7R,8-α-S-perhydro-7-hydroxy-2-phenylpyrano(3,2-D)1,3)dioxin (Tetrahedron Letters, 1996, 8147 and references cited therein) (2.50 g, 10.6 mmol), triphenylphosphine (Aldrich, 4.16 g, 15.87 mmol as 99%) and 5,6-dichlorobenzimidazole (Townsend and Revankar, Chem. Rev. 1970, 70:389, and references cited therein) (3.00 g, 15.87 mmol) were stirred in anhydrous tetrahydrofuran (50 ml) at 0° C. (external ice bath) under nitrogen as a solution of diethyl azodicarboxylate (Aldrich, 2.60 ml, 15.87 ... The reactants are product, C=1C=CC2=C(C1)C(=O)OC2(C=3C=CC(=CC3)O)C=4C=CC(=CC4)O (phenolphthalein), C(C)O (ethanol), [OH-].[Na+] (sodium hydroxide), Cl (hydrochloric acid). Product: C(=CC1=CC=CC=C1)C(=O)O (Styrene Carboxylic Acid). Reaction SMILES: [OH-:1].[Na+].Cl.[CH:4]1[CH:5]=[CH:6][C:7]2[C:13](C3C=CC(O)=CC=3)(C3C=CC(O)=CC=3)OC(=O)[C:8]=2[CH:9]=1.[CH2:28]([OH:30])[CH3:29]>>[CH:29]([C:28]([OH:1])=[O:30])=[CH:13][C:7]1[CH:8]=[CH:9][CH:4]=[CH:5][CH:6]=1 |f:0.1|. Procedure details: Titration was effected by suspending the product (0.500g) in 95% ethanol (50 ml.) adding 0.5M sodium hydroxide (50 ml.), warming the mixture to reflux, cooling and back titrating with 0.5M hydrochloric acid using phenolphthalein as the indicator; it was found that 47.12 ml. of acid were required for neutralisation indicating 2.88 m.mole carboxyl/g of polymer. The reactants are C(CCC)C=1N=C(NC(C1CC1=CC=C(C=C1)C=1C(=CC=CC1)C#N)=O)C (4′-[(4-butyl-2-methyl-6-oxo-1,6-dihydropyrimidin-5-yl)methyl]biphenyl-2-carbonitrile), C([O-])([O-])=O.[K+].[K+] (potassium carbonate), BrCC=1C=C(C=CC1)C(C)=O (1-[3-(bromomethyl)phenyl]ethanone), CN(C=O)C (N,N-dimethylformamide). Run in C(C)(=O)OCC (ethyl acetate). Run at temperature 90 celsius, time 2 hour. Product: C(C)(=O)C=1C=C(CN2C(=NC(=C(C2=O)CC2=CC=C(C=C2)C=2C(=CC=CC2)C#N)CCCC)C)C=CC1 (4′-{[1-(3-acetylbenzyl)-4-butyl-2-methyl-6-oxo-1,6-dihydropyrimidin-5-yl]methyl}biphenyl-2-carbonitrile). As a reaction SMILES: [CH2:1]([C:5]1[N:6]=[C:7]([CH3:27])[NH:8][C:9](=[O:26])[C:10]=1[CH2:11][C:12]1[CH:17]=[CH:16][C:15]([C:18]2[C:19]([C:24]#[N:25])=[CH:20][CH:21]=[CH:22][CH:23]=2)=[CH:14][CH:13]=1)[CH2:2][CH2:3][CH3:4].C(=O)([O-])[O-].[K+].[K+].Br[CH2:35][C:36]1[CH:37]=[C:38]([C:42](=[O:44])[CH3:43])[CH:39]=[CH:40][CH:41]=1.CN(C)C=O>C(OCC)(=O)C>[C:42]([C:38]1[CH:37]=[C:36]([CH:41]=[CH:40][CH:39]=1)[CH2:35][N:8]1[C:9](=[O:26])[C:10]([CH2:11][C:12]2[CH:17]=[CH:16][C:15]([C:18]3[C:19]([C:24]#[N:25])=[CH:20][CH:21]=[CH:22][CH:23]=3)=[CH:14][CH:13]=2)=[C:5]([CH2:1][CH2:2][CH2:3][CH3:4])[N:6]=[C:7]1[CH3:27])(=[O:44])[CH3:43] |f:1.2.3|. Procedure details: A mixture of 4′-[(4-butyl-2-methyl-6-oxo-1,6-dihydropyrimidin-5-yl)methyl]biphenyl-2-carbonitrile (1.22 g), potassium carbonate (0.94 g), 1-[3-(bromomethyl)phenyl]ethanone (0.73 g) and N,N-dimethylformamide (20 mL) was stirred at 90° C. for 2 hr. The reaction mixture was diluted with ethyl acetate, washed with water and then with saturated brine, and dried over anhydrous magnesium sulfate. The solvent was evaporated under reduced pressure and the residue was purified by silica gel column chromat...